This data is from the Open Reaction Database (ORD), a public repository of structured organic reaction records. The task is: describe an organic reaction: reactants, conditions, products, and yield Starting materials: O[C@@H]1CC[C@H](CC1)NCC(=O)N(C)CC(OC)OC ((trans)-1-hydroxy-4-{[N-(2,2-dimethoxy-ethyl)-N-methyl-amino]-carbonylmethylamino}-cyclohexane), O (water), CS(=O)(=O)O (methanesulphonic acid), [OH-].[Na+] (sodium hydroxide). Reagents/catalysts: [Pt] (platinum on charcoal). Solvent: CO (methanol). The product is O[C@@H]1CC[C@H](CC1)N1CC(N(CC1)C)=O ((trans)-1-hydroxy-4-(4-methyl-3-oxo-piperazin-1-yl)-cyclohexane). RXN SMILES: [OH:1][C@H:2]1[CH2:7][CH2:6][C@H:5]([NH:8][CH2:9][C:10]([N:12]([CH2:14][CH:15](OC)OC)[CH3:13])=[O:11])[CH2:4][CH2:3]1.O.CS(O)(=O)=O.[OH-].[Na+]>[Pt].CO>[OH:1][C@H:2]1[CH2:3][CH2:4][C@H:5]([N:8]2[CH2:15][CH2:14][N:12]([CH3:13])[C:10](=[O:11])[CH2:9]2)[CH2:6][CH2:7]1 |f:3.4|. Procedure details: 10.0 g (trans)-1-hydroxy-4-{[N-(2,2-dimethoxy-ethyl)-N-methyl-amino]-carbonylmethylamino}-cyclohexane are hydrogenated in a solution of 60 ml of water, 140 ml of methanol and 10.5 g methanesulphonic acid with 3.25 g platinum on charcoal (5% Pt) for 24 hours at 50° C. The solution is made alkaline with 50% sodium hydroxide solution and evaporated down. The residue is extracted with dichloromethane. The organic phase is dried on magnesium sulphate and evaporated down.